From a dataset of the Open Reaction Database (ORD), a public repository of structured organic reaction records. describe an organic reaction: reactants, conditions, products, and yield Reactants: C1CCOC1, [Li]CCCC, CCOC(=O)C1CCCC1, CC(C)NC(C)C, CI, O. Product: CCOC(=O)C1(C)CCCC1. RXN SMILES: [CH2:25]1[O:26][CH2:27][CH2:28][CH2:29]1.[CH3:1][CH2:2][CH2:3][CH2:4][Li:5].[CH:13]1([C:18](=[O:19])[O:20][CH2:21][CH3:22])[CH2:14][CH2:15][CH2:16][CH2:17]1.[CH:6]([NH:7][CH:8]([CH3:9])[CH3:10])([CH3:11])[CH3:12].[I:23][CH3:24].[OH2:30]>>[CH3:1][C:13]1([C:18](=[O:19])[O:20][CH2:21][CH3:22])[CH2:14][CH2:15][CH2:16][CH2:17]1. Starting materials: Reagent A, BrC1=C2C(C(NC2=CC=C1)=O)(F)F (4-bromo-3,3-difluoro-1,3-dihydro-indol-2-one), Reagent A. The solvent is O1CCCC1 (tetrahydrofuran). Reaction conditions: temperature 0 celsius, time 16 hour. Yields the product BrC1=C2C(=CNC2=CC=C1)F (4-bromo-3-fluoro-1H-indole). The yield is 38.3%. As a reaction SMILES: [Br:1][C:2]1[CH:10]=[CH:9][CH:8]=[C:7]2[C:3]=1[C:4](F)([F:12])[C:5](=O)[NH:6]2>O1CCCC1>[Br:1][C:2]1[CH:10]=[CH:9][CH:8]=[C:7]2[C:3]=1[C:4]([F:12])=[CH:5][NH:6]2. Procedure details: Reagent A (2.85 mL, 3.709 mmol) was added dropwise to a solution of 4-bromo-3,3-difluoro-1,3-dihydro-indol-2-one (400 mg, 1.61 mmol) in tetrahydrofuran (8.1 mL) at 0° C. The mixture was stirred at 0° C. for 3.5 hours and at room temperature for 16 hours. Further, Reagent A (3.0 mL) was added to the reaction mixture, followed by stirring at room temperature for three hours. The reaction mixture was quenched with 3 M HCl (4.8 mL) and then extracted with ethyl acetate (×2). The organic layers were ...